This data is from the Open Reaction Database (ORD), a public repository of structured organic reaction records. The task is: describe an organic reaction: reactants, conditions, products, and yield The reactants are C(C)OC(=O)C1(CCN(CC1)CC1=CC=C(C=C1)OC)S(=O)(=O)C1=CC=C(C=C1)OC (4-(4-Methoxy-benzenesulfonyl)-1-(4-methoxy-benzyl)piperidine-4-carboxylic acid ethyl ester), [OH-].[Na+] (sodium hydroxide), solid. Run in CO (methanol). Yields the product COC1=CC=C(C=C1)S(=O)(=O)C1(CCN(CC1)CC1=CC=C(C=C1)OC)C(=O)O (4-(4-Methoxy-benzenesulfonyl)1-(4-methoxy-benzyl)-piperidine-4-carboxylic acid). RXN SMILES: C([O:3][C:4]([C:6]1([S:21]([C:24]2[CH:29]=[CH:28][C:27]([O:30][CH3:31])=[CH:26][CH:25]=2)(=[O:23])=[O:22])[CH2:11][CH2:10][N:9]([CH2:12][C:13]2[CH:18]=[CH:17][C:16]([O:19][CH3:20])=[CH:15][CH:14]=2)[CH2:8][CH2:7]1)=[O:5])C.[OH-].[Na+]>CO>[CH3:31][O:30][C:27]1[CH:26]=[CH:25][C:24]([S:21]([C:6]2([C:4]([OH:5])=[O:3])[CH2:7][CH2:8][N:9]([CH2:12][C:13]3[CH:14]=[CH:15][C:16]([O:19][CH3:20])=[CH:17][CH:18]=3)[CH2:10][CH2:11]2)(=[O:22])=[O:23])=[CH:29][CH:28]=1 |f:1.2|. Procedure: 4-(4-Methoxy-benzenesulfonyl)1-(4-methoxy-benzyl)-piperidine-4-carboxylic acid was prepared starting from 4-(4-Methoxy-benzenesulfonyl)-1-(4-methoxy-benzyl)piperidine-4-carboxylic acid ethyl ester (4.2 g, 10 mmol) dissolve in methanol (30 mL), 10 N sodium hydroxide (10 mL), tetrahydrohydrofuran (20 mL). The resulting reaction mixture was worked up as outlined in example 83. Yield 3.0 g (71%). white solid mp 190° C. , MS: 420.4 (M+H)+. Starting materials: COCc1cccnc1Br, CCOC(=O)c1c[nH]nc1C. The product is CCOC(=O)c1cn(-c2ncccc2COC)nc1C. As a reaction SMILES: [Br:12][c:13]1[n:14][cH:15][cH:16][cH:17][c:18]1[CH2:19][O:20][CH3:21].[CH3:1][c:2]1[n:3][nH:4][cH:5][c:6]1[C:7](=[O:8])[O:9][CH2:10][CH3:11]>>[CH3:1][c:2]1[n:3][n:4](-[c:13]2[n:14][cH:15][cH:16][cH:17][c:18]2[CH2:19][O:20][CH3:21])[cH:5][c:6]1[C:7](=[O:8])[O:9][CH2:10][CH3:11]. Reactants: ClC1=NC=C(C(=N1)N[C@H]1C[C@H]([C@@H](CC1)C)O)C(=O)N (2-chloro-4-{[(1R,3R,4R)-3-hydroxy-4-methylcyclohexyl]amino}pyrimidine-5-carboxamide), C(C)(C)(C)N (t-butylamine). Run in CS(=O)C (DMSO). Run at temperature 68 celsius, time 80 hour. Yields the product C(C)(C)(C)NC1=NC=C(C(=N1)N[C@H]1C[C@H]([C@@H](CC1)C)O)C(=O)N (2-(tert-butylamino)-4-{[(1R,3R,4R)-3-hydroxy-4-methylcyclohexyl]amino}pyrimidine-5-carboxamide). RXN SMILES: Cl[C:2]1[N:7]=[C:6]([NH:8][C@@H:9]2[CH2:14][CH2:13][C@@H:12]([CH3:15])[C@H:11]([OH:16])[CH2:10]2)[C:5]([C:17]([NH2:19])=[O:18])=[CH:4][N:3]=1.[C:20]([NH2:24])([CH3:23])([CH3:22])[CH3:21]>CS(C)=O>[C:20]([NH:24][C:2]1[N:7]=[C:6]([NH:8][C@@H:9]2[CH2:14][CH2:13][C@@H:12]([CH3:15])[C@H:11]([OH:16])[CH2:10]2)[C:5]([C:17]([NH2:19])=[O:18])=[CH:4][N:3]=1)([CH3:23])([CH3:22])[CH3:21]. Procedure: To a reactor was charged 2-chloro-4-{[(1R,3R,4R)-3-hydroxy-4-methylcyclohexyl]amino}pyrimidine-5-carboxamide (41 kg), t-butylamine (105.3 kg) and DMSO (205 L). The batch was heated to 68° C. under 10 psig of nitrogen pressure, held for 80 h, and cooled to 25° C. The batch was filtered through a 0.45 μm in-line filter to a second reactor. The batch was heated to 60° C., and water (205 L) was charged through a 0.45 μm in-line filter. The batch was seeded with micronized Compound 1 (820 g) agitated... The reactants are XI, CN(C(=S)Cl)C (dimethylthiocarbamoyl chloride), FC(C1=C(C=CC=C1)O)(F)F (2-tri-fluoromethylphenol), [OH-].[K+] (potassium hydroxide). Yields the product CN(C)C(=S)OC1=CC=CC=C1C(F)(F)F (O-2-trifluoromethylphenyl dimethylthiocarbamate). Yield: 89.0%. Reaction SMILES: [F:1][C:2]([F:11])([F:10])[C:3]1[CH:8]=[CH:7][CH:6]=[CH:5][C:4]=1[OH:9].[OH-].[K+].[CH3:14][N:15]([CH3:19])[C:16](Cl)=[S:17]>>[CH3:14][N:15]([C:16]([O:9][C:4]1[C:3]([C:2]([F:10])([F:11])[F:1])=[CH:8][CH:7]=[CH:6][CH:5]=1)=[S:17])[CH3:19] |f:1.2|. Procedure: If the procedure described in Preparation XI is followed starting from 3.95 g (24.3.10-3 mol) of 2-tri-fluoromethylphenol, 1.43 g (25.6.10-3 mol) of potassium hydroxide and 3.46 g (28.10-3 mol) of dimethylthiocarbamoyl chloride, 5.37 g (yield: 89%) of a yellow oil are obtained. Reaction conditions: time 1.5 hour. Reported procedure: Phenol (10.0 g) which had been crushed in a mortar and pestle, was added to crushed potassium hydroxide (0.36 g) in a flask which was immersed in an oil bath. This was stirred at 60°-65° C. for 5 minutes before methyl 6-acetyl-4-chloro-7-hydroxy-8-propyl-quinoline-2-carboxylate (1.0 g) was added. The whole was stirred at 60°-65° C. for 1.5 hours and the phenol was then removed by steam distillation. Starting materials: C1(=CC=CC=C1)O (Phenol), [OH-].[K+] (potassium hydroxide), C(C)(=O)C=1C=C2C(=CC(=NC2=C(C1O)CCC)C(=O)OC)Cl (methyl 6-acetyl-4-chloro-7-hydroxy-8-propyl-quinoline-2-carboxylate). RXN SMILES: [C:1]1([OH:7])[CH:6]=[CH:5][CH:4]=[CH:3][CH:2]=1.[OH-].[K+].[C:10]([C:13]1[CH:14]=[C:15]2[C:20](=[C:21]([CH2:24][CH2:25][CH3:26])[C:22]=1[OH:23])[N:19]=[C:18]([C:27]([O:29][CH3:30])=[O:28])[CH:17]=[C:16]2Cl)(=[O:12])[CH3:11]>>[C:10]([C:13]1[CH:14]=[C:15]2[C:20](=[C:21]([CH2:24][CH2:25][CH3:26])[C:22]=1[OH:23])[N:19]=[C:18]([C:27]([O:29][CH3:30])=[O:28])[CH:17]=[C:16]2[O:7][C:1]1[CH:6]=[CH:5][CH:4]=[CH:3][CH:2]=1)(=[O:12])[CH3:11] |f:1.2|. Product: C(C)(=O)C=1C=C2C(=CC(=NC2=C(C1O)CCC)C(=O)OC)OC1=CC=CC=C1 (Methyl 6-acetyl-7-hydroxy-4-phenoxy-8-propyl-quinoline-2-carboxylate).